This data is from the Open Reaction Database (ORD), a public repository of structured organic reaction records. The task is: describe an organic reaction: reactants, conditions, products, and yield The reactants are C1=NC=CC2=C(C=CC=C12)C(C(=O)OCC)(C)C (ethyl 2-(5-isoquinolinyl)-2-methylpropanoate), C(CC)(=O)[O-] (propanoate). Yields the product C1=NC=CC2=C(C=CC=C12)C(C(=O)O)(C)C (2-(5-isoquinolinyl)-2-methylpropanoic acid). RXN SMILES: [CH:1]1[C:10]2[C:5](=[C:6]([C:11]([CH3:18])([CH3:17])[C:12]([O:14]CC)=[O:13])[CH:7]=[CH:8][CH:9]=2)[CH:4]=[CH:3][N:2]=1.C([O-])(=O)CC>>[CH:1]1[C:10]2[C:5](=[C:6]([C:11]([CH3:18])([CH3:17])[C:12]([OH:14])=[O:13])[CH:7]=[CH:8][CH:9]=2)[CH:4]=[CH:3][N:2]=1. Reported procedure: The title compound was prepared using the procedure described in Example 249A using ethyl 2-(5-isoquinolinyl)-2-methylpropanoate instead of ethyl 2-5-isoquinolinyl)propanoate. The reactants are COC(=O)COc1ccc(CC(C)=O)cc1, COC(CN)c1cccc(F)c1F, CO, [H][H], [Pt]. Product: COC(=O)COc1ccc(CC(C)NCC(OC)c2cccc(F)c2F)cc1. Reaction SMILES: [C:1](=[O:2])([O:3][CH3:4])[CH2:5][O:6][c:7]1[cH:8][cH:9][c:10]([CH2:13][C:14]([CH3:15])=[O:16])[cH:11][cH:12]1.[CH3:17][O:18][CH:19]([CH2:20][NH2:21])[c:22]1[c:23]([F:29])[c:24]([F:28])[cH:25][cH:26][cH:27]1.[CH3:32][OH:33].[H:30][H:31].[Pt:34]>>[C:1](=[O:2])([O:3][CH3:4])[CH2:5][O:6][c:7]1[cH:8][cH:9][c:10]([CH2:13][CH:14]([CH3:15])[NH:21][CH2:20][CH:19]([O:18][CH3:17])[c:22]2[c:23]([F:29])[c:24]([F:28])[cH:25][cH:26][cH:27]2)[cH:11][cH:12]1. Reactants: FC1=CC=C(C(=O)C2=CC=C(C=C2)C)C=C1 (4-fluoro-4'-methylbenzophenone), BrN1C(CCC1=O)=O (N-bromosuccinimide). Reagents/catalysts: N(=NC(C#N)(C)C)C(C#N)(C)C (2,2'-azodi-isobutyronitrile). Solvent: C(Cl)(Cl)(Cl)Cl (carbon tetrachloride). Yields the product BrCC1=CC=C(C(=O)C2=CC=C(C=C2)F)C=C1 (4-bromomethyl-4'-fluorobenzophenone). Isolated yield 91.4%. Reaction SMILES: [F:1][C:2]1[CH:16]=[CH:15][C:5]([C:6]([C:8]2[CH:13]=[CH:12][C:11]([CH3:14])=[CH:10][CH:9]=2)=[O:7])=[CH:4][CH:3]=1.[Br:17]N1C(=O)CCC1=O>N(C(C)(C)C#N)=NC(C)(C)C#N.C(Cl)(Cl)(Cl)Cl>[Br:17][CH2:14][C:11]1[CH:12]=[CH:13][C:8]([C:6]([C:5]2[CH:4]=[CH:3][C:2]([F:1])=[CH:16][CH:15]=2)=[O:7])=[CH:9][CH:10]=1. Reported procedure: A carbon tetrachloride solution (200 ml) of 4-fluoro-4'-methylbenzophenone (16 g), N-bromosuccinimide (14.2 g) and 2,2'-azodi-isobutyronitrile (0.1 g) was heated for 16 hours with refluxing. After the mixture was cooled to a room temperature, the precipitates were collected by filtration, and the solvent was distilled off to obtain 4-bromomethyl-4'-fluorobenzophenone (20 g). Starting materials: CC(=O)O, Cc1oc(-c2ccccc2)nc1CCC(=O)c1ccc(CCC2OCCO2)cc1, O. Yields the product Cc1oc(-c2ccccc2)nc1CCC(=O)c1ccc(CCC=O)cc1. As a reaction SMILES: [C:31]([OH:32])(=[O:33])[CH3:34].[O:1]1[CH:2]([CH2:6][CH2:7][c:8]2[cH:9][cH:10][c:11]([C:14]([CH2:15][CH2:16][c:17]3[n:18][c:19](-[c:23]4[cH:24][cH:25][cH:26][cH:27][cH:28]4)[o:20][c:21]3[CH3:22])=[O:29])[cH:12][cH:13]2)[O:5][CH2:4][CH2:3]1.[OH2:30]>>[O:1]=[CH:2][CH2:6][CH2:7][c:8]1[cH:9][cH:10][c:11]([C:14]([CH2:15][CH2:16][c:17]2[n:18][c:19](-[c:23]3[cH:24][cH:25][cH:26][cH:27][cH:28]3)[o:20][c:21]2[CH3:22])=[O:29])[cH:12][cH:13]1. Reactants: COCCOC1=C(C=C(C=C1)[N+](=O)[O-])S(=O)(=O)O (2-(2-methoxyethoxy)-5-nitrobenzenesulfonic acid), reduced iron, [Cl-].[NH4+] (ammonium chloride). The solvent is O (water). Conditions: time 2 hour. Product: NC=1C=CC(=C(C1)S(=O)(=O)O)OCCOC (5-amino-2-(2-methoxyethoxy)benzenesulfonic acid). RXN SMILES: [CH3:1][O:2][CH2:3][CH2:4][O:5][C:6]1[CH:11]=[CH:10][C:9]([N+:12]([O-])=O)=[CH:8][C:7]=1[S:15]([OH:18])(=[O:17])=[O:16].[Cl-].[NH4+]>O>[NH2:12][C:9]1[CH:10]=[CH:11][C:6]([O:5][CH2:4][CH2:3][O:2][CH3:1])=[C:7]([S:15]([OH:18])(=[O:17])=[O:16])[CH:8]=1 |f:1.2|. Procedure details: A mixture composed of 30 g of 2-(2-methoxyethoxy)-5-nitrobenzenesulfonic acid, 30 g of reduced iron, 0.6 g of ammonium chloride and 60 ml of water was kept at about 80° to 85° C. and stirred for 2 hours. After conclusion of the reaction, insoluble materials were removed by filtration, and 200 ml of isopropyl alcohol was added to the filtrate, which was cooled with ice. The crystals thus-formed were separated by filtration, washed with 50 ml of isopropyl alcohol and dried in the air. Yield: 23 g.... Starting materials: BrC1=C(C=C(C=C1)O)OC(C)C (4-bromo-3-isopropoxy-phenol), C([O-])([O-])=O.[K+].[K+] (potassium carbonate), C(C)I (ethyl iodide). The solvent is CC(=O)C (acetone), C(C)OCC (diethyl ether). Product: BrC1=C(C=C(C=C1)OCC)OC(C)C (1-bromo-4-ethoxy-2-isopropoxy-benzene). Yield: 85.8%. As a reaction SMILES: [Br:1][C:2]1[CH:7]=[CH:6][C:5]([OH:8])=[CH:4][C:3]=1[O:9][CH:10]([CH3:12])[CH3:11].C(=O)([O-])[O-].[K+].[K+].[CH2:19](I)[CH3:20]>CC(C)=O.C(OCC)C>[Br:1][C:2]1[CH:7]=[CH:6][C:5]([O:8][CH2:19][CH3:20])=[CH:4][C:3]=1[O:9][CH:10]([CH3:12])[CH3:11] |f:1.2.3|. Procedure: To a solution of 4-bromo-3-isopropoxy-phenol (0.50 g, 2.16 mmol) in acetone (3 mL) were added potassium carbonate (0.30 g, 2.16 mmol) and ethyl iodide (0.35 mL, 4.33 mmol). The reaction mixture was heated at gentle reflux for 12 h. The solvent was removed to give a white paste. It was then taken in diethyl ether (50 mL). The white solids were filtered off and the filtrate was concentrated. Purification of the residue by Biotage flash chromatography eluting with 10% ethyl acetate in hexanes gave ...